Dataset: the Open Reaction Database (ORD), a public repository of structured organic reaction records. Task: describe an organic reaction: reactants, conditions, products, and yield The product is CC(C)(C)[NH-], CS(=O)(=O)[O-]. RXN SMILES: [C:1]([CH3:2])([CH3:3])([CH3:4])[NH-:5].[CH3:11][O:12][C:13]([CH3:14])([CH3:15])[CH3:16].[CH3:6][S:7]([OH:8])(=[O:9])=[O:10].[O:17]1[CH2:18][CH2:19][CH2:20][CH2:21]1>>[C:1]([CH3:2])([CH3:3])([CH3:4])[NH-:5].[CH3:6][S:7](=[O:8])(=[O:9])[O-:10]. Reactants: CC(C)(C)[NH-], COC(C)(C)C, CS(=O)(=O)O, C1CCOC1.